Dataset: the Open Reaction Database (ORD), a public repository of structured organic reaction records. Task: describe an organic reaction: reactants, conditions, products, and yield Starting materials: CC1(C)Oc2cc3c(cc2C2OC21)no[n+]3[O-], CCOP(OCC)OCC, c1ccccc1. The product is CC1(C)Oc2cc3nonc3cc2C2OC21. RXN SMILES: [CH3:1][C:2]1([CH3:17])[CH:3]2[CH:4]([c:5]3[c:6]([cH:7][c:8]4[c:9]([n:10][o:11][n+:12]4[O-:13])[cH:14]3)[O:15]1)[O:16]2.[P:18]([O:19][CH2:20][CH3:21])([O:22][CH2:23][CH3:24])[O:25][CH2:26][CH3:27].[cH:28]1[cH:29][cH:30][cH:31][cH:32][cH:33]1>>[CH3:1][C:2]1([CH3:17])[CH:3]2[CH:4]([c:5]3[c:6]([cH:7][c:8]4[c:9]([n:10][o:11][n:12]4)[cH:14]3)[O:15]1)[O:16]2. Reactants: Cl, Nc1nc(-c2ccncc2)c(-c2cccc(F)c2)nc1N, O=N[O-], [Na+], [Na+], O=C([O-])O, O. Yields the product Nc1nc(-c2cccc(F)c2)c(-c2ccncc2)nc1O. Reaction SMILES: [ClH:31].[F:1][c:2]1[cH:3][c:4](-[c:8]2[n:9][c:10]([NH2:21])[c:11]([NH2:20])[n:12][c:13]2-[c:14]2[cH:15][cH:16][n:17][cH:18][cH:19]2)[cH:5][cH:6][cH:7]1.[N:22](=[O:23])[O-:24].[Na+:25].[Na+:30].[O-:26][C:27]([OH:28])=[O:29].[OH2:32]>>[F:1][c:2]1[cH:3][c:4](-[c:8]2[n:9][c:10]([NH2:21])[c:11]([OH:23])[n:12][c:13]2-[c:14]2[cH:15][cH:16][n:17][cH:18][cH:19]2)[cH:5][cH:6][cH:7]1. Starting materials: N(=O)[O-].[Na+] (sodium nitrite), CS(=O)(=O)NC1=CC=C(N)C=C1 (4-methylsulfonylaminoaniline), Cl (hydrochloric acid), C([O-])([O-])=O.[Na+].[Na+] (sodium carbonate), diazo, C1(O)=CC(O)=CC=C1 (resorcinol), OC1=C(C=C(C=C1N)[N+](=O)[O-])S(=O)(=O)O (2-hydroxy-3-amino-5-nitrobenzenesulfonic acid). Run in O (water). Yields the product diazo, NC1=C(C=C(C=C1)[N+](=O)[O-])S(=O)(=O)O (2-amino-5-nitrobenzenesulfonic acid). As a reaction SMILES: [N:1]([O-])=O.[Na+].CS(NC1C=CC(N)=CC=1)(=O)=O.Cl.O[C:19]1[C:24](N)=[CH:23][C:22]([N+:26]([O-:28])=[O:27])=[CH:21][C:20]=1[S:29]([OH:32])(=[O:31])=[O:30].C1(C=CC=C(O)C=1)O.C(=O)([O-])[O-].[Na+].[Na+]>O>[NH2:1][C:19]1[CH:24]=[CH:23][C:22]([N+:26]([O-:28])=[O:27])=[CH:21][C:20]=1[S:29]([OH:32])(=[O:31])=[O:30] |f:0.1,6.7.8|. Procedure details: An aqueous solution of 7 parts of sodium nitrite is added to 18.6 parts of 4-methylsulfonylaminoaniline in 50 parts by volume of 5N hydrochloric acid at 0°-5° C. The diazo solution is then poured into a stirred suspension, in 1,000 parts of water, of the coupling product obtained by diazotizing 23.4 parts of 2-hydroxy-3-amino-5-nitrobenzenesulfonic acid in a conventional manner and coupling the product to 11 parts of resorcinol in a medium rendered alkaline with sodium carbonate. After the addit... Starting materials: NC1=NC(=NC=C1C(=O)C1=NC=CC=C1OC)S(=O)CC ((4-Amino-2-ethylsulfinyl-pyrimidin-5-yl)-(3-methoxy-pyridin-2-yl)-methanone), FC(C(=O)O)(F)F.CS(=O)(=O)N1CCC(CC1)N (1-methanesulfonyl-piperidin-4-ylamine; compound with trifluoroacetic acid). The product is NC1=NC(=NC=C1C(=O)C1=NC=CC=C1OC)NC1CCN(CC1)S(=O)(=O)C ([4-Amino-2-(1-methanesulfonyl-piperidin-4-ylamino)-pyrimidin-5-yl]-(3-methoxy-pyridin-2-yl)-methanone). As a reaction SMILES: [NH2:1][C:2]1[C:7]([C:8]([C:10]2[C:15]([O:16][CH3:17])=[CH:14][CH:13]=[CH:12][N:11]=2)=[O:9])=[CH:6][N:5]=[C:4](S(CC)=O)[N:3]=1.FC(F)(F)C(O)=O.[CH3:29][S:30]([N:33]1[CH2:38][CH2:37][CH:36]([NH2:39])[CH2:35][CH2:34]1)(=[O:32])=[O:31]>>[NH2:1][C:2]1[C:7]([C:8]([C:10]2[C:15]([O:16][CH3:17])=[CH:14][CH:13]=[CH:12][N:11]=2)=[O:9])=[CH:6][N:5]=[C:4]([NH:39][CH:36]2[CH2:37][CH2:38][N:33]([S:30]([CH3:29])(=[O:32])=[O:31])[CH2:34][CH2:35]2)[N:3]=1 |f:1.2|. Reported procedure: The compound was prepared from (4-amino-2-ethylsulfinyl-pyrimidin-5-yl)-(3-methoxy-pyridin-2-yl)-methanone (Example 195) and 1-methanesulfonyl-piperidin-4-ylamine; compound with trifluoroacetic acid (Example 162) in an analogous manner as described in Example 172. HR-MS (ES, m/z) calculated for C17H23N6O4S [(M+H)+] 407.1496, observed 407.1501.